Task: describe an organic reaction: reactants, conditions, products, and yield. Dataset: the Open Reaction Database (ORD), a public repository of structured organic reaction records Product: BrC=1C=C2C(=CC=NC2=CC1)O (6-bromo-quinolin-4-ol). Reactants: BrC=1C=C2C(=C(C=NC2=CC1)C(=O)O)O (6-bromo-4-hydroxy-quinoline-3-carboxylic acid), C1(=CC=CC=C1)OC1=CC=CC=C1 (diphenyl ether). As a reaction SMILES: [Br:1][C:2]1[CH:3]=[C:4]2[C:9](=[CH:10][CH:11]=1)[N:8]=[CH:7][C:6](C(O)=O)=[C:5]2[OH:15].C1(OC2C=CC=CC=2)C=CC=CC=1>CO.C(OCC)C>[Br:1][C:2]1[CH:3]=[C:4]2[C:9](=[CH:10][CH:11]=1)[N:8]=[CH:7][CH:6]=[C:5]2[OH:15]. Procedure: The solid 6-bromo-4-hydroxy-quinoline-3-carboxylic acid (102.59 g, 337.7 mmol) was added to hot diphenyl ether (508 g) and then the mixture was heated to reflux for 9 h to afford a light brown suspension. After cooling to room temperature, the mixture was diluted with methanol (20 mL) and diethyl ether (300 mL). Then, the solids were collected by filtration and washed with diethyl ether. After drying in air, 72.43 g (95% yield) of 6-bromo-quinolin-4-ol was isolated as a white solid: EI-HRMS m/e ... Run in CO (methanol), C(C)OCC (diethyl ether). Yield: 95.7%. Starting materials: O (water), C(CC)OCCOC1=CC=C(C=C1)C=1C=CC2=C(C=C(CCN2)C(=O)OC)C1 (methyl 7-(4-propoxyethoxyphenyl)-2,3-dihydro-1-benzazepine-4-carboxylate), O1C=C(C=C1)C=O (3-furaldehyde), C(C)(=O)O[BH-](OC(C)=O)OC(C)=O.[Na+] (sodium triacetoxyborohydride). The solvent is ClCCCl (1,2-dichloroethane). Conditions: time 8 hour. Product: O1C=C(C=C1)CN1CCC(=CC2=C1C=CC(=C2)C2=CC=C(C=C2)OCCOCCC)C(=O)OC (methyl 1-(3-furylmethyl)-7-(4-propoxyethoxyphenyl)-2,3-dihydro-1-benzazepine-4-carboxylate). Isolated yield 99.7%. RXN SMILES: [CH2:1]([O:4][CH2:5][CH2:6][O:7][C:8]1[CH:13]=[CH:12][C:11]([C:14]2[CH:15]=[CH:16][C:17]3[NH:23][CH2:22][CH2:21][C:20]([C:24]([O:26][CH3:27])=[O:25])=[CH:19][C:18]=3[CH:28]=2)=[CH:10][CH:9]=1)[CH2:2][CH3:3].[O:29]1[CH:33]=[CH:32][C:31]([CH:34]=O)=[CH:30]1.C(O[BH-](OC(=O)C)OC(=O)C)(=O)C.[Na+].O>ClCCCl>[O:29]1[CH:33]=[CH:32][C:31]([CH2:34][N:23]2[C:17]3[CH:16]=[CH:15][C:14]([C:11]4[CH:12]=[CH:13][C:8]([O:7][CH2:6][CH2:5][O:4][CH2:1][CH2:2][CH3:3])=[CH:9][CH:10]=4)=[CH:28][C:18]=3[CH:19]=[C:20]([C:24]([O:26][CH3:27])=[O:25])[CH2:21][CH2:22]2)=[CH:30]1 |f:2.3|. Procedure: To a solution of methyl 7-(4-propoxyethoxyphenyl)-2,3-dihydro-1-benzazepine-4-carboxylate (300 mg) and 3-furaldehyde (378 mg) in 1,2-dichloroethane (10 ml) was added sodium triacetoxyborohydride (416 mg), and the mixture was stirred under nitrogen atmosphere at room temperature overnight. Then, water was added to the mixture, and the mixture was extracted with ethyl acetate. The organic layer was washed with saturated brine and dried with magnesium sulfate. The solvent was evaporated under reduc... Reactants: CN(C)O, CN(C)C=O, [H-], O=[N+]([O-])c1ccc2c(c1)C(c1ccccc1Cl)=NCc1nnc(CCl)n1-2, [Na+]. Product: CN(C)Cc1nnc2n1-c1ccc([N+](=O)[O-])cc1C(c1ccccc1Cl)=NC2. RXN SMILES: [CH3:1][N:2]([OH:3])[CH3:4].[CH3:33][N:34]([CH3:35])[CH:36]=[O:37].[H-:5].[N+:7](=[O:8])([O-:9])[c:10]1[cH:11][cH:12][c:13]2[c:14]([cH:32]1)[C:15]([c:25]1[c:26]([Cl:31])[cH:27][cH:28][cH:29][cH:30]1)=[N:16][CH2:17][c:18]1[n:19]-2[c:20]([CH2:23][Cl:24])[n:21][n:22]1.[Na+:6]>>[CH3:1][N:2]([CH3:4])[CH2:23][c:20]1[n:19]2[c:18]([n:22][n:21]1)[CH2:17][N:16]=[C:15]([c:25]1[c:26]([Cl:31])[cH:27][cH:28][cH:29][cH:30]1)[c:14]1[c:13]-2[cH:12][cH:11][c:10]([N+:7](=[O:8])[O-:9])[cH:32]1. Starting materials: COC(=O)C1CCN(C(=S)NNC(C)=C2C(=O)N(c3ccc(C(C)(C)C)cc3)N=C2C)CC1, CO, Cl, [Na+], [OH-], O. Yields the product CC1=NN(c2ccc(C(C)(C)C)cc2)C(=O)C1=C(C)NNC(=S)N1CCC(C(=O)O)CC1. RXN SMILES: [C:1]([CH3:2])([CH3:3])([CH3:4])[c:5]1[cH:6][cH:7][c:8]([N:11]2[N:12]=[C:13]([CH3:33])[C:14](=[C:17]([CH3:18])[NH:19][NH:20][C:21](=[S:22])[N:23]3[CH2:24][CH2:25][CH:26]([C:29](=[O:30])[O:31][CH3:32])[CH2:27][CH2:28]3)[C:15]2=[O:16])[cH:9][cH:10]1.[CH3:38][OH:39].[ClH:36].[Na+:35].[OH-:34].[OH2:37]>>[C:1]([CH3:2])([CH3:3])([CH3:4])[c:5]1[cH:6][cH:7][c:8]([N:11]2[N:12]=[C:13]([CH3:33])[C:14](=[C:17]([CH3:18])[NH:19][NH:20][C:21](=[S:22])[N:23]3[CH2:24][CH2:25][CH:26]([C:29](=[O:30])[OH:31])[CH2:27][CH2:28]3)[C:15]2=[O:16])[cH:9][cH:10]1. Starting materials: ClCCl, Cc1ccc2c(c1)n1c(C(O)C(=O)N(C)C)c(-c3ccccc3)nc1n2C, O=S(Cl)Cl. Product: Cc1ccc2c(c1)n1c(CC(=O)N(C)C)c(-c3ccccc3)nc1n2C. As a reaction SMILES: [Cl:32][CH2:33][Cl:34].[OH:1][CH:2]([C:3](=[O:4])[N:5]([CH3:6])[CH3:7])[c:8]1[c:9](-[c:22]2[cH:23][cH:24][cH:25][cH:26][cH:27]2)[n:10][c:11]2[n:12]([CH3:21])[c:13]3[c:14]([n:15]12)[cH:16][c:17]([CH3:20])[cH:18][cH:19]3.[S:28]([Cl:29])([Cl:30])=[O:31]>>[CH2:2]([C:3](=[O:4])[N:5]([CH3:6])[CH3:7])[c:8]1[c:9](-[c:22]2[cH:23][cH:24][cH:25][cH:26][cH:27]2)[n:10][c:11]2[n:12]([CH3:21])[c:13]3[c:14]([n:15]12)[cH:16][c:17]([CH3:20])[cH:18][cH:19]3. The reactants are COc1ccccc1N, Cc1ccccc1, Cl, [Na+], [Na+], O=C([O-])[O-], O, c1ccncc1, O=S(=O)(Cl)c1cccnc1. Product: COc1ccccc1NS(=O)(=O)c1cccnc1. RXN SMILES: [CH3:1][O:2][c:3]1[c:4]([NH2:9])[cH:5][cH:6][cH:7][cH:8]1.[CH3:33][c:34]1[cH:35][cH:36][cH:37][cH:38][cH:39]1.[ClH:16].[Na+:27].[Na+:28].[O-:29][C:30](=[O:31])[O-:32].[OH2:40].[cH:10]1[cH:11][cH:12][n:13][cH:14][cH:15]1.[n:17]1[cH:18][c:19]([S:23](=[O:24])(=[O:25])[Cl:26])[cH:20][cH:21][cH:22]1>>[CH3:1][O:2][c:3]1[c:4]([NH:9][S:23]([c:19]2[cH:18][n:17][cH:22][cH:21][cH:20]2)(=[O:24])=[O:25])[cH:5][cH:6][cH:7][cH:8]1. The reactants are NC1=NN2C(C(=C(C(=C2)C2=CC=NN2C2=CC=C(C#N)C=C2)C)C2=CC(=CC=C2)C(F)(F)F)=N1 (4-{5-[2-amino-7-methyl-8-(3-trifluoromethyl-phenyl)-[1,2,4]triazolo[1,5-a]pyridin-6-yl]-pyrazol-1-yl}-benzonitrile), CSCCC(=O)O (3-methylsulfanyl-propionic acid), Example 16. Product: C(#N)C1=CC=C(C=C1)N1N=CC=C1C=1C(=C(C=2N(C1)N=C(N2)NC(CCSC)=O)C2=CC(=CC=C2)C(F)(F)F)C (N-[6-[2-(4-Cyano-phenyl)-2H-pyrazol-3-yl]-7-methyl-8-(3-trifluoromethyl-phenyl)-[1,2,4]triazolo[1,5-a]pyridin-2-yl]-3-methylsulfanyl-propionamide). Reaction SMILES: [NH2:1][C:2]1[N:34]=[C:5]2[C:6]([C:24]3[CH:29]=[CH:28][CH:27]=[C:26]([C:30]([F:33])([F:32])[F:31])[CH:25]=3)=[C:7]([CH3:23])[C:8]([C:10]3[N:14]([C:15]4[CH:22]=[CH:21][C:18]([C:19]#[N:20])=[CH:17][CH:16]=4)[N:13]=[CH:12][CH:11]=3)=[CH:9][N:4]2[N:3]=1.[CH3:35][S:36][CH2:37][CH2:38][C:39](O)=[O:40]>>[C:19]([C:18]1[CH:17]=[CH:16][C:15]([N:14]2[C:10]([C:8]3[C:7]([CH3:23])=[C:6]([C:24]4[CH:29]=[CH:28][CH:27]=[C:26]([C:30]([F:32])([F:33])[F:31])[CH:25]=4)[C:5]4[N:4]([N:3]=[C:2]([NH:1][C:39](=[O:40])[CH2:38][CH2:37][S:36][CH3:35])[N:34]=4)[CH:9]=3)=[CH:11][CH:12]=[N:13]2)=[CH:22][CH:21]=1)#[N:20]. Procedure: The title compound was prepared from 4-{5-[2-amino-7-methyl-8-(3-trifluoromethyl-phenyl)-[1,2,4]triazolo[1,5-a]pyridin-6-yl]-pyrazol-1-yl}-benzonitrile (Ex. 1, 100 mg, 0.218 mmol) and 3-methylsulfanyl-propionic acid (45 μL, 0.436 mmol) by a similar method to that employed in Example 16 (130 mg). Reactants: OC1=CC=C(C=C1)C1=CC=C(C(=O)OC)C=C1 (methyl 4-(4′-hydroxyphenyl)benzoate), C([O-])([O-])=O.[K+].[K+] (potassium carbonate), O(C1=CC=CC=C1)CCCBr (3-phenoxypropylbromide). The solvent is CN(C=O)C (N,N-dimethylformamide). Reaction conditions: temperature 85 celsius, time 4 hour. Yields the product O(C1=CC=CC=C1)CCCOC1=CC=C(C=C1)C1=CC=C(C(=O)OC)C=C1 (methyl 4-[4′-(3-phenoxypropyloxy)phenyl]-benzoate). The yield is 81.9%. Reaction SMILES: [OH:1][C:2]1[CH:7]=[CH:6][C:5]([C:8]2[CH:17]=[CH:16][C:11]([C:12]([O:14][CH3:15])=[O:13])=[CH:10][CH:9]=2)=[CH:4][CH:3]=1.C(=O)([O-])[O-].[K+].[K+].[O:24]([CH2:31][CH2:32][CH2:33]Br)[C:25]1[CH:30]=[CH:29][CH:28]=[CH:27][CH:26]=1>CN(C)C=O>[O:24]([CH2:31][CH2:32][CH2:33][O:1][C:2]1[CH:3]=[CH:4][C:5]([C:8]2[CH:17]=[CH:16][C:11]([C:12]([O:14][CH3:15])=[O:13])=[CH:10][CH:9]=2)=[CH:6][CH:7]=1)[C:25]1[CH:30]=[CH:29][CH:28]=[CH:27][CH:26]=1 |f:1.2.3|. Procedure details: A solution of methyl 4-(4′-hydroxyphenyl)benzoate (2 g) in N,N-dimethylformamide (20 ml) was treated with potassium carbonate (1.21 g) and 3-phenoxypropylbromide (2.07 g) was stirred for 15 hours at room temperature and 4 hours at 85° C. After cooling, the reaction was quenched with water and the precipitate was collected, washed thoroughly with water and dried to give methyl 4-[4′-(3-phenoxypropyloxy)phenyl]-benzoate (2.6 g).